This data is from the Open Reaction Database (ORD), a public repository of structured organic reaction records. The task is: describe an organic reaction: reactants, conditions, products, and yield Starting materials: Cl (hydrochloric acid), C1(=CC=C(C=C1)S(=O)(=O)OCC=CC(F)(F)F)C (4,4,4-Trifluoro-2-butenyl p-toluenesulfonate), FC(CCS(=O)(=O)CC#N)(F)F ((3,3,3-trifluoropropylsulfonyl)acetonitrile), [H-].[Na+] (sodium hydride). Solvent: O1CCCC1 (tetrahydrofuran). Conditions: time 1 day. The product is FC(C=CCC(C#N)S(=O)(=O)CCC(F)(F)F)(F)F (6,6,6-trifluoro-2-(3,3,3-trifluoropropylsulfonyl)-4-hexenenitrile). Isolated yield 51.5%. RXN SMILES: C1(C)C=CC(S(O[CH2:11][CH:12]=[CH:13][C:14]([F:17])([F:16])[F:15])(=O)=O)=CC=1.[F:19][C:20]([F:30])([F:29])[CH2:21][CH2:22][S:23]([CH2:26][C:27]#[N:28])(=[O:25])=[O:24].[H-].[Na+].Cl>O1CCCC1>[F:15][C:14]([F:17])([F:16])[CH:13]=[CH:12][CH2:11][CH:26]([S:23]([CH2:22][CH2:21][C:20]([F:19])([F:29])[F:30])(=[O:24])=[O:25])[C:27]#[N:28] |f:2.3|. Reported procedure: To a solution of 1.7 g of 4,4,4-Trifluoro-2-butenyl p-toluenesulfonate and 1.2 g of (3,3,3-trifluoropropylsulfonyl)acetonitrile in 30 ml of tetrahydrofuran, 0.2 g of sodium hydride (60% in oil) was added at room temperature, and stirred at the same temperature for 1 day. To the reaction mixture, 10% hydrochloric acid was added, followed by extraction with ethyl acetate. The organic layer was washed with a saturated sodium chloride aqueous solution, dried over anhydrous magnesium sulfate, and the... The reactants are BrC=1C=2C=C3N(C2C=C(C1)F)CC[C@@H]3CC(=O)O ([(1R)-8-bromo-6-fluoro-2,3-dihydro-1H-pyrrolo[1,2-a]indol-1-yl]acetic acid), COC(C[C@H]1CCN2C1=CC=1C(=CC(=CC21)F)Br)=O (methyl[(1R)-8-bromo-6-fluoro-2,3-dihydro-1H-pyrrolo[1,2-a]indol-1-yl]acetate). Yields the product COC(C[C@H]1CCN2C1=CC=1C(=CC(=CC21)F)C(C)C)=O (methyl[(1R)-6-fluoro-8-isopropyl-2,3-dihydro-1H-pyrrolo[1,2-a]indol-1-yl]acetate). Reaction SMILES: Br[C:2]1[C:3]2C=C3[C@@H](CC(O)=O)CCN3C=2C=C(F)[CH:10]=1.[CH3:19][O:20][C:21](=[O:37])[CH2:22][C@@H:23]1[C:27]2=[CH:28][C:29]3[C:30](Br)=[CH:31][C:32]([F:35])=[CH:33][C:34]=3[N:26]2[CH2:25][CH2:24]1>>[CH3:19][O:20][C:21](=[O:37])[CH2:22][C@@H:23]1[C:27]2=[CH:28][C:29]3[C:30]([CH:2]([CH3:3])[CH3:10])=[CH:31][C:32]([F:35])=[CH:33][C:34]=3[N:26]2[CH2:25][CH2:24]1. Reported procedure: Starting from [(1R)-8-bromo-6-fluoro-2,3-dihydro-1H-pyrrolo[1,2-a]indol-1-yl]acetic acid (from Step 1 of Example 62A) which was converted to methyl[(1R)-8-bromo-6-fluoro-2,3-dihydro-1H-pyrrolo[1,2-a]indol-1-yl]acetate by addition of CH2N2, the title compound was synthesized following the procedures described in Steps 1 and 2 of Example 44. The reactants are CCOc1ccc2c(c1)n(C1CCCCC1)c(=O)n2S(=O)(=O)c1ccc(C(=O)O)cc1OC, CCN(C(C)C)C(C)C, ClCCl, CC(C)(N)CO. Yields the product CCOc1ccc2c(c1)n(C1CCCCC1)c(=O)n2S(=O)(=O)c1ccc(C(=O)NC(C)(C)CO)cc1OC. RXN SMILES: [CH2:1]([CH3:2])[O:3][c:4]1[cH:5][c:6]2[c:7]([n:8]([S:18](=[O:19])(=[O:20])[c:21]3[c:22]([O:30][CH3:31])[cH:23][c:24]([C:27](=[O:28])[OH:29])[cH:25][cH:26]3)[c:9](=[O:17])[n:10]2[CH:11]2[CH2:12][CH2:13][CH2:14][CH2:15][CH2:16]2)[cH:32][cH:33]1.[CH:40]([N:41]([CH2:42][CH3:43])[CH:44]([CH3:45])[CH3:46])([CH3:47])[CH3:48].[Cl:49][CH2:50][Cl:51].[NH2:34][C:35]([CH2:36][OH:37])([CH3:38])[CH3:39]>>[CH2:1]([CH3:2])[O:3][c:4]1[cH:5][c:6]2[c:7]([n:8]([S:18](=[O:19])(=[O:20])[c:21]3[c:22]([O:30][CH3:31])[cH:23][c:24]([C:27](=[O:28])[NH:34][C:35]([CH2:36][OH:37])([CH3:38])[CH3:39])[cH:25][cH:26]3)[c:9](=[O:17])[n:10]2[CH:11]2[CH2:12][CH2:13][CH2:14][CH2:15][CH2:16]2)[cH:32][cH:33]1. As a reaction SMILES: [C:16]([CH2:17][CH2:18][CH3:19])(=[O:20])[O:21][CH2:22][CH3:23].[CH2:1]([Li:2])[CH2:3][CH2:4][CH3:5].[CH:6]([NH:7][CH:8]1[CH2:9][CH2:10][CH2:11][CH2:12][CH2:13]1)([CH3:14])[CH3:15].[F:24][c:25]1[cH:26][cH:27][c:28]([C:29](=[O:30])[c:31]2[cH:32][cH:33][c:34]([F:37])[cH:35][cH:36]2)[cH:38][cH:39]1.[O:40]1[CH2:41][CH2:42][CH2:43][CH2:44]1>>[C:16]([CH:17]([CH2:18][CH3:19])[C:29]([c:28]1[cH:27][cH:26][c:25]([F:24])[cH:39][cH:38]1)([OH:30])[c:31]1[cH:32][cH:33][c:34]([F:37])[cH:35][cH:36]1)(=[O:20])[O:21][CH2:22][CH3:23]. Yields the product CCOC(=O)C(CC)C(O)(c1ccc(F)cc1)c1ccc(F)cc1. Reactants: CCCC(=O)OCC, [Li]CCCC, CC(C)NC1CCCCC1, O=C(c1ccc(F)cc1)c1ccc(F)cc1, C1CCOC1. Reactants: O=C(O)c1ccc(Cl)c([N+](=O)[O-])c1F, O=C(Cl)C(=O)Cl, ClCCl, CN(C)C=O. The product is O=C(Cl)c1ccc(Cl)c([N+](=O)[O-])c1F. Reaction SMILES: [Cl:1][c:2]1[c:3]([N+:12](=[O:13])[O-:14])[c:4]([F:11])[c:5]([C:6](=[O:7])[OH:8])[cH:9][cH:10]1.[Cl:20][C:21]([C:22]([Cl:23])=[O:24])=[O:25].[Cl:26][CH2:27][Cl:28].[O:15]=[CH:16][N:17]([CH3:18])[CH3:19]>>[Cl:1][c:2]1[c:3]([N+:12](=[O:13])[O-:14])[c:4]([F:11])[c:5]([C:6](=[O:7])[Cl:20])[cH:9][cH:10]1. Procedure: To a solution of 1-acetylpiperazine (48 g) in acetonitrile (100 ml) were added 2,5-difluoronitrobenzene (50 g) and potassium carbonate (44 g) and the mixture was refluxed under heating for 5 hr. The reaction mixture was poured into water and extracted with ethyl acetate. The extract was washed with saturated brine and dried over anhydrous magnesium sulfate and the solvent was evaporated to give the title compound (88 g) as a red solid. Run in C(C)#N (acetonitrile). Starting materials: C(C)(=O)N1CCNCC1 (1-acetylpiperazine), FC1=C(C=C(C=C1)F)[N+](=O)[O-] (2,5-difluoronitrobenzene), C([O-])([O-])=O.[K+].[K+] (potassium carbonate), O (water). RXN SMILES: [C:1]([N:4]1[CH2:9][CH2:8][NH:7][CH2:6][CH2:5]1)(=[O:3])[CH3:2].F[C:11]1[CH:16]=[CH:15][C:14]([F:17])=[CH:13][C:12]=1[N+:18]([O-:20])=[O:19].C(=O)([O-])[O-].[K+].[K+].O>C(#N)C>[C:1]([N:4]1[CH2:9][CH2:8][N:7]([C:11]2[CH:16]=[CH:15][C:14]([F:17])=[CH:13][C:12]=2[N+:18]([O-:20])=[O:19])[CH2:6][CH2:5]1)(=[O:3])[CH3:2] |f:2.3.4|. Isolated yield 104.8%. Product: C(C)(=O)N1CCN(CC1)C1=C(C=C(C=C1)F)[N+](=O)[O-] (1-Acetyl-4-(4-fluoro-2-nitrophenyl)piperazine). Reactants: ClC1=CC2=C(C=N1)C=NN2C2=CC=CC(=N2)N2CCN(CCC2)C(=O)OC(C)(C)C (tert-butyl 4-(6-(6-chloro-1H-pyrazolo[4,3-c]pyridin-1-yl)pyridin-2-yl)-1,4-diazepane-1-carboxylate), N1=CN=CC(=C1)B(O)O (pyrimidin-5-ylboronic acid), C(=O)(O)[O-].[Na+] (NaHCO3). Reagents/catalysts: C1=CC=C(C=C1)P([C-]2C=CC=C2)C3=CC=CC=C3.C1=CC=C(C=C1)P([C-]2C=CC=C2)C3=CC=CC=C3.Cl[Pd]Cl.[Fe+2] (PdCl2(dppf)). The solvent is O1CCOCC1 (1,4-dioxane). Reaction conditions: temperature 100 celsius, time 16 hour. The product is N1=CN=CC(=C1)C1=CC2=C(C=N1)C=NN2C2=CC=CC(=N2)N2CCN(CCC2)C(=O)OC(C)(C)C (tert-butyl 4-(6-(6-(pyrimidin-5-yl)-1H-pyrazolo[4,3-c]pyridin-1-yl)pyridin-2-yl)-1,4-diazepane-1-carboxylate). Isolated yield 74.1%. Reaction SMILES: Cl[C:2]1[N:7]=[CH:6][C:5]2[CH:8]=[N:9][N:10]([C:11]3[N:16]=[C:15]([N:17]4[CH2:23][CH2:22][CH2:21][N:20]([C:24]([O:26][C:27]([CH3:30])([CH3:29])[CH3:28])=[O:25])[CH2:19][CH2:18]4)[CH:14]=[CH:13][CH:12]=3)[C:4]=2[CH:3]=1.[N:31]1[CH:36]=[C:35](B(O)O)[CH:34]=[N:33][CH:32]=1.C([O-])(O)=O.[Na+]>O1CCOCC1.C1C=CC(P(C2C=CC=CC=2)[C-]2C=CC=C2)=CC=1.C1C=CC(P(C2C=CC=CC=2)[C-]2C=CC=C2)=CC=1.Cl[Pd]Cl.[Fe+2]>[N:31]1[CH:36]=[C:35]([C:2]2[N:7]=[CH:6][C:5]3[CH:8]=[N:9][N:10]([C:11]4[N:16]=[C:15]([N:17]5[CH2:23][CH2:22][CH2:21][N:20]([C:24]([O:26][C:27]([CH3:29])([CH3:30])[CH3:28])=[O:25])[CH2:19][CH2:18]5)[CH:14]=[CH:13][CH:12]=4)[C:4]=3[CH:3]=2)[CH:34]=[N:33][CH:32]=1 |f:2.3,5.6.7.8|. Reported procedure: A mixture of tert-butyl 4-(6-(6-chloro-1H-pyrazolo[4,3-c]pyridin-1-yl)pyridin-2-yl)-1,4-diazepane-1-carboxylate (427 mg, 1.0 mmol), pyrimidin-5-ylboronic acid (372 mg, 3.0 mmol), PdCl2(dppf) (73 mg, 0.1 mmol), and aq. Solution of NaHCO3 (318 mg, 3.0 mmol) in 1,4-dioxane (5.0 mL) in a sealed tube was purged with nitrogen and stirred at 100° C. for 16 hours. After it was cooled to room temperature, the reaction mixture was filtered. The filtrate was concentrated under reduced pressure. The crude p... Starting materials: NC(=O)C1(c2cccc(Br)c2F)CCOCC1, O=C([O-])[O-], C1COCCO1, Cn1nccc1-c1ccc(S)cc1, [Cs+], [Cs+]. The product is Cn1nccc1-c1ccc(Sc2cccc(C3(C(N)=O)CCOCC3)c2F)cc1. RXN SMILES: [Br:14][c:15]1[c:16]([F:30])[c:17]([C:21]2([C:27](=[O:28])[NH2:29])[CH2:22][CH2:23][O:24][CH2:25][CH2:26]2)[cH:18][cH:19][cH:20]1.[C:31](=[O:32])([O-:33])[O-:34].[CH2:37]1[O:38][CH2:39][CH2:40][O:41][CH2:42]1.[CH3:1][n:2]1[n:3][cH:4][cH:5][c:6]1-[c:7]1[cH:8][cH:9][c:10]([SH:13])[cH:11][cH:12]1.[Cs+:35].[Cs+:36]>>[CH3:1][n:2]1[n:3][cH:4][cH:5][c:6]1-[c:7]1[cH:8][cH:9][c:10]([S:13][c:15]2[c:16]([F:30])[c:17]([C:21]3([C:27](=[O:28])[NH2:29])[CH2:22][CH2:23][O:24][CH2:25][CH2:26]3)[cH:18][cH:19][cH:20]2)[cH:11][cH:12]1. Reactants: N#Cc1c(Br)n(-c2ccc(O)c(F)c2F)c2ccccc12, O=C([O-])[O-], COCCOC, Cc1noc(C)c1B(O)O, [I-], [K+], [K+], [Na+], O, c1ccc(P(c2ccccc2)(c2ccccc2)[Pd](P(c2ccccc2)(c2ccccc2)c2ccccc2)(P(c2ccccc2)(c2ccccc2)c2ccccc2)P(c2ccccc2)(c2ccccc2)c2ccccc2)cc1. Product: Cc1noc(C)c1-c1c(C#N)c2ccccc2n1-c1ccc(O)c(F)c1F. RXN SMILES: [Br:1][c:2]1[n:3](-[c:13]2[c:14]([F:21])[c:15]([F:20])[c:16]([OH:19])[cH:17][cH:18]2)[c:4]2[cH:5][cH:6][cH:7][cH:8][c:9]2[c:10]1[C:11]#[N:12].[C:32](=[O:33])([O-:34])[O-:35].[CH3:117][O:118][CH2:119][CH2:120][O:121][CH3:122].[CH3:22][c:23]1[n:24][o:25][c:26]([CH3:31])[c:27]1[B:28]([OH:29])[OH:30].[I-:39].[K+:36].[K+:37].[Na+:38].[OH2:123].[cH:40]1[cH:41][cH:42][c:43]([P:44]([Pd:45]([P:46]([c:47]2[cH:48][cH:49][cH:50][cH:51][cH:52]2)([c:53]2[cH:54][cH:55][cH:56][cH:57][cH:58]2)[c:59]2[cH:60][cH:61][cH:62][cH:63][cH:64]2)([P:65]([c:66]2[cH:67][cH:68][cH:69][cH:70][cH:71]2)([c:72]2[cH:73][cH:74][cH:75][cH:76][cH:77]2)[c:78]2[cH:79][cH:80][cH:81][cH:82][cH:83]2)[P:84]([c:85]2[cH:86][cH:87][cH:88][cH:89][cH:90]2)([c:91]2[cH:92][cH:93][cH:94][cH:95][cH:96]2)[c:97]2[cH:98][cH:99][cH:100][cH:101][cH:102]2)([c:103]2[cH:104][cH:105][cH:106][cH:107][cH:108]2)[c:109]2[cH:110][cH:111][cH:112][cH:113][cH:114]2)[cH:115][cH:116]1>>[c:2]1(-[c:27]2[c:23]([CH3:22])[n:24][o:25][c:26]2[CH3:31])[n:3](-[c:13]2[c:14]([F:21])[c:15]([F:20])[c:16]([OH:19])[cH:17][cH:18]2)[c:4]2[cH:5][cH:6][cH:7][cH:8][c:9]2[c:10]1[C:11]#[N:12]. The reactants are C(#N)N=C(CCC)OCC (ethyl N-cyanobutyrimidate), C(#N)C1=CC2=C(OC([C@H]([C@@H]2N)O)(C)C)C=C1 (6-cyano-3,4-dihydro-2,2-dimethyl-trans-4-amino-2H-benzo[b]pyran-3-ol). The solvent is C(C)(=O)OCC (ethyl acetate). Run at time 2 hour. Yields the product C(#N)C1=CC2=C(OC([C@H]([C@@H]2NC(CCC)=NC#N)O)(C)C)C=C1 (6-cyano-3,4-dihydro-2,2-dimethyl-trans-4-[(N-cyano-butyrimidoyl)amino]-2H-benzo[b]pyran-3-ol). Reaction SMILES: [C:1]([N:3]=[C:4](OCC)[CH2:5][CH2:6][CH3:7])#[N:2].[C:11]([C:13]1[CH:26]=[CH:25][C:16]2[O:17][C:18]([CH3:24])([CH3:23])[C@@H:19]([OH:22])[C@H:20]([NH2:21])[C:15]=2[CH:14]=1)#[N:12]>C(OCC)(=O)C>[C:11]([C:13]1[CH:26]=[CH:25][C:16]2[O:17][C:18]([CH3:24])([CH3:23])[C@@H:19]([OH:22])[C@H:20]([NH:21][C:4](=[N:3][C:1]#[N:2])[CH2:5][CH2:6][CH3:7])[C:15]=2[CH:14]=1)#[N:12]. Reported procedure: To 3.09 g of ethyl N-cyanobutyrimidate, 4.38 g of 6-cyano-3,4-dihydro-2,2-dimethyl-trans-4-amino-2H-benzo[b]pyran-3-ol was added, and the mixture was reacted under stirring at a temperature of from 100° to 120° C. for 2 hours. The reaction mixture was cooled, then dissolved in 100 ml of ethyl acetate, washed twice with a saturated sodium chloride aqueous solution and then dried over anhydrous sodium sulfate. Then, ethyl acetate was distilled off under reduced pressure. The residual oily substanc...